Dataset: the Open Reaction Database (ORD), a public repository of structured organic reaction records. Task: describe an organic reaction: reactants, conditions, products, and yield The product is Cc1ccc(NC(=O)c2cccc(N(C)C)c2)cc1NC(=O)c1ccc2ncccc2c1. Reactants: CCN(C(C)C)C(C)C, Cc1ccc(NC(=O)c2cccc(N(C)C)c2)cc1N, CN(C)C=O, O=C(O)c1ccc2ncccc2c1. RXN SMILES: [CH:34]([N:35]([CH:36]([CH3:37])[CH3:38])[CH2:39][CH3:40])([CH3:41])[CH3:42].[NH2:14][c:15]1[cH:16][c:17]([NH:22][C:23]([c:24]2[cH:25][c:26]([N:30]([CH3:31])[CH3:32])[cH:27][cH:28][cH:29]2)=[O:33])[cH:18][cH:19][c:20]1[CH3:21].[O:43]=[CH:44][N:45]([CH3:46])[CH3:47].[n:1]1[cH:2][cH:3][cH:4][c:5]2[cH:6][c:7]([C:11](=[O:12])[OH:13])[cH:8][cH:9][c:10]12>>[n:1]1[cH:2][cH:3][cH:4][c:5]2[cH:6][c:7]([C:11](=[O:13])[NH:14][c:15]3[cH:16][c:17]([NH:22][C:23]([c:24]4[cH:25][c:26]([N:30]([CH3:31])[CH3:32])[cH:27][cH:28][cH:29]4)=[O:33])[cH:18][cH:19][c:20]3[CH3:21])[cH:8][cH:9][c:10]12. Reactants: CS(C)=O, CCN(C(C)C)C(C)C, ClCCl, O=C(CCN1CCC(OC(=O)Nc2ccccc2-c2ccccc2)CC1)NCc1cccc(CO)c1. The product is O=Cc1cccc(CNC(=O)CCN2CCC(OC(=O)Nc3ccccc3-c3ccccc3)CC2)c1. Reaction SMILES: [CH3:46][S:47]([CH3:48])=[O:49].[CH:37]([N:38]([CH2:39][CH3:40])[CH:41]([CH3:42])[CH3:43])([CH3:44])[CH3:45].[Cl:50][CH2:51][Cl:52].[OH:1][CH2:2][c:3]1[cH:4][c:5]([CH2:6][NH:7][C:8](=[O:9])[CH2:10][CH2:11][N:12]2[CH2:13][CH2:14][CH:15]([O:18][C:19]([NH:20][c:21]3[c:22](-[c:27]4[cH:28][cH:29][cH:30][cH:31][cH:32]4)[cH:23][cH:24][cH:25][cH:26]3)=[O:33])[CH2:16][CH2:17]2)[cH:34][cH:35][cH:36]1>>[O:1]=[CH:2][c:3]1[cH:4][c:5]([CH2:6][NH:7][C:8](=[O:9])[CH2:10][CH2:11][N:12]2[CH2:13][CH2:14][CH:15]([O:18][C:19]([NH:20][c:21]3[c:22](-[c:27]4[cH:28][cH:29][cH:30][cH:31][cH:32]4)[cH:23][cH:24][cH:25][cH:26]3)=[O:33])[CH2:16][CH2:17]2)[cH:34][cH:35][cH:36]1. The reactants are CO (Methanol), N[C@H]([C@@H](O)C)C(=O)O (D-threonine), COC1=C(C(=C(C(=C1)C)S(=O)(=O)Cl)C)C (4-methoxy-2,3,6-trimethylbenzenesulfonyl chloride), C[Si](C)(C)C#N (trimethylsilyl cyanide). Run in C(C)#N (acetonitrile). Reaction conditions: temperature 80 celsius, time 1 hour. Product: COC1=C(C(=C(C(=C1)C)S(=O)(=O)N[C@@H](C(=O)O)[C@H](C)O)C)C (2(R)-(4-methoxy-2,3,6-trimethylbenzenesulfonylamino)-3(S)-hydroxybutyric acid). Yield: 100.4%. As a reaction SMILES: [NH2:1][C@@H:2]([C:6]([OH:8])=[O:7])[C@H:3]([CH3:5])[OH:4].C[Si](C#N)(C)C.[CH3:15][O:16][C:17]1[CH:22]=[C:21]([CH3:23])[C:20]([S:24](Cl)(=[O:26])=[O:25])=[C:19]([CH3:28])[C:18]=1[CH3:29].CO>C(#N)C>[CH3:15][O:16][C:17]1[CH:22]=[C:21]([CH3:23])[C:20]([S:24]([NH:1][C@H:2]([C@@H:3]([OH:4])[CH3:5])[C:6]([OH:8])=[O:7])(=[O:25])=[O:26])=[C:19]([CH3:28])[C:18]=1[CH3:29]. Procedure details: To a suspension of D-threonine (7.87 g, 66.1 mmol) in acetonitrile (100 mL) was added trimethylsilyl cyanide (40 mL, 298 mmol) and the resulting solution was heated to 80° C. After 1 h, 4-methoxy-2,3,6-trimethylbenzenesulfonyl chloride (17.3 g, 69.4 mmol) was added and the heating was continued. After 12 h, the reaction mixture was cooled to room temperature. Methanol (15 mL) was added, and the organics were removed in vacuo. The residue was diluted with diethyl ether (300 mL) and after cooling ... Reactants: CN(C1=CC=CC=C1)CCCC(=O)OCC (Ethyl 4-(N-methylanilino)butyrate), Cl (hydrochloric acid), N(=O)[O-].[Na+] (sodium nitrite). The reagents and catalysts are [Zn] (zinc). Run in O (water). Run at time 30 minute. The product is C(C)OC(=O)CCCN(C1=CC=C(C=C1)N)C (N-ethoxycarbonylpropyl-N-methyl-p-phenylenediamine). Isolated yield 38.3%. Reaction SMILES: [CH3:1][N:2]([CH2:9][CH2:10][CH2:11][C:12]([O:14][CH2:15][CH3:16])=[O:13])[C:3]1[CH:8]=[CH:7][CH:6]=[CH:5][CH:4]=1.Cl.[N:18]([O-])=O.[Na+]>O.[Zn]>[CH2:15]([O:14][C:12]([CH2:11][CH2:10][CH2:9][N:2]([CH3:1])[C:3]1[CH:8]=[CH:7][C:6]([NH2:18])=[CH:5][CH:4]=1)=[O:13])[CH3:16] |f:2.3|. Procedure: Ethyl 4-(N-methylanilino)butyrate (J.C.S. Perkin I, 1972, 1803) (22 g) was dissolved by addition of conc. hydrochloric acid (60 ml) under ice-cooling. To the solution was added a solution of sodium nitrite (8 g) in water (10 ml) dropwise at 0° to 4° C. with vigorous stirring. The mixture was stirred at the same temperature for 30 minutes. Then zinc powder (30 g) was added at below 10° C. The resulting mixture was further stirred for 30 minutes at 15° C. The zinc was filtered off. The filtrate wa... The reactants are NC=1NC2=C(N1)C=CC=C2C2=C(C(=CC=C2)OC)CC (2-amino-4-(2-ethyl-3-methoxyphenyl)benzimidazole), BrCSC1=CC(=C(C=C1)CCC)C (3-methyl-4-propylphenyl bromomethyl sulfide). Product: [Br-].NC1=[N+](C2=C(N1CSC1=CC(=C(C=C1)CCC)C)C=CC=C2C2=C(C(=CC=C2)OC)CC)CSC2=CC(=C(C=C2)CCC)C (2-Amino-4-(2-ethyl-3-methoxyphenyl)-1,3-bis[(3-methyl-4-propylphenylthio)methyl]-1H-benzimidazol-3-ium bromide). RXN SMILES: [NH2:1][C:2]1[NH:3][C:4]2[C:10]([C:11]3[CH:16]=[CH:15][CH:14]=[C:13]([O:17][CH3:18])[C:12]=3[CH2:19][CH3:20])=[CH:9][CH:8]=[CH:7][C:5]=2[N:6]=1.[Br:21][CH2:22][S:23][C:24]1[CH:29]=[CH:28][C:27]([CH2:30][CH2:31][CH3:32])=[C:26]([CH3:33])[CH:25]=1>>[Br-:21].[NH2:1][C:2]1[N:6]([CH2:22][S:23][C:24]2[CH:29]=[CH:28][C:27]([CH2:30][CH2:31][CH3:32])=[C:26]([CH3:33])[CH:25]=2)[C:5]2[CH:7]=[CH:8][CH:9]=[C:10]([C:11]3[CH:16]=[CH:15][CH:14]=[C:13]([O:17][CH3:18])[C:12]=3[CH2:19][CH3:20])[C:4]=2[N+:3]=1[CH2:22][S:23][C:24]1[CH:29]=[CH:28][C:27]([CH2:30][CH2:31][CH3:32])=[C:26]([CH3:33])[CH:25]=1 |f:2.3|. Procedure: Following the procedure of Example 2 and replacing 2-aminobenzimidazole with 2-amino-4-(2-ethyl-3-methoxyphenyl)benzimidazole and replacing 2-bromo-4-chlorophenyl chloromethyl ether with 3-methyl-4-propylphenyl bromomethyl sulfide, the title compound is obtained. The reactants are C1=CCCCCCC1 (cyclooctene), C=C (ethylene). Yields the product C=CCCCCCCC=C (1,9-decadiene). As a reaction SMILES: [CH:1]1[CH2:8][CH2:7][CH2:6][CH2:5][CH2:4][CH2:3][CH:2]=1.[CH2:9]=[CH2:10]>>[CH2:9]=[CH:10][CH2:1][CH2:8][CH2:7][CH2:6][CH2:5][CH2:4][CH:3]=[CH2:2]. Procedure details: A mixture of cyclooctene and ethylene was contacted with catalyst and adjuvant as in Examples IX and X at room temperature and 25 psi pressure to yield 13 weight percent 1,9-decadiene. This shows that ethylene and a cyclic olefin are converted to an acyclic polyene. Solvent: S(O)(O)(=O)=O (sulfuric acid), [PH2](=O)O (hypophosphorous acid), O (water), O (water). Yields the product CN1CC2=C(CC1)N=CS2 (5-Methyl-4,5,6,7-tetrahydrothiazolo[5,4-c]pyridine). Starting materials: resultant mixture, [OH-].[K+] (potassium hydroxide), NC=1SC=2CN(CCC2N1)C (2-Amino-5-methyl-4,5,6,7-tetrahydrothiazolo[5,4-c]pyridine), N(=O)[O-].[Na+] (sodium nitrite). Procedure: 2-Amino-5-methyl-4,5,6,7-tetrahydrothiazolo[5,4-c]pyridine (10.00 g) was dissolved in a mixture of sulfuric acid (25 mL), hypophosphorous acid (50%, 13 mL), and water (100 mL) at 15 to 18° C., to thereby give an orange solution. To the solution was added dropwise a solution of sodium nitrite (8.15 g) in water (30 mL) at −2 to 3° C. over 30 minutes. After the resultant mixture was stirred at 0 to 10° C. for 2.5 hours, 8N aqueous potassium hydroxide (130 mL) was added dropwise thereto, and the pH ... Isolated yield 67.5%. As a reaction SMILES: N[C:2]1[S:3][C:4]2[CH2:5][N:6]([CH3:11])[CH2:7][CH2:8][C:9]=2[N:10]=1.N([O-])=O.[Na+].[OH-].[K+]>S(=O)(=O)(O)O.[PH2](O)=O.O>[CH3:11][N:6]1[CH2:7][CH2:8][C:9]2[N:10]=[CH:2][S:3][C:4]=2[CH2:5]1 |f:1.2,3.4|. Reactants: C(CC)C1=CC=C(C=C1)C(=O)N=C=S (4-propyl-1-benzenecarbonyl isothiocyanate), C(CC)C1=CC=C(C=C1)C(=O)Cl (4-propyl-1-benzenecarbonyl chloride), ClC=1C=C(N)C=CC1OC1=CC=NC2=CC(=C(C=C12)OC)OC (3-Chloro-4-[(6,7-dimethoxy-4-quinolyl)oxy]aniline). Solvent: C(C)O (ethanol), C(C)O (ethanol), C1(=CC=CC=C1)C (toluene). Run at time 2 hour. Yields the product C(CC)C1=CC=C(C=C1)C(=O)N=C=S (4-Propyl-1-benzenecarbonyl isothiocyanate), ClC=1C=C(C=CC1OC1=CC=NC2=CC(=C(C=C12)OC)OC)NC(=S)NC(C1=CC=C(C=C1)CCC)=O (N-{3-Chloro-4-[(6,7-dimethoxy-4-quinolyl)oxy]phenyl}-N′-(4-propylbenzoyl)thiourea). Yield: 58.0%. RXN SMILES: C(C1C=CC(C(Cl)=O)=CC=1)CC.[Cl:13][C:14]1[CH:15]=[C:16]([CH:18]=[CH:19][C:20]=1[O:21][C:22]1[C:31]2[C:26](=[CH:27][C:28]([O:34][CH3:35])=[C:29]([O:32][CH3:33])[CH:30]=2)[N:25]=[CH:24][CH:23]=1)[NH2:17].[CH2:36]([C:39]1[CH:44]=[CH:43][C:42]([C:45]([N:47]=[C:48]=[S:49])=[O:46])=[CH:41][CH:40]=1)[CH2:37][CH3:38]>C1(C)C=CC=CC=1.C(O)C>[CH2:36]([C:39]1[CH:44]=[CH:43][C:42]([C:45]([N:47]=[C:48]=[S:49])=[O:46])=[CH:41][CH:40]=1)[CH2:37][CH3:38].[Cl:13][C:14]1[CH:15]=[C:16]([NH:17][C:48]([NH:47][C:45](=[O:46])[C:42]2[CH:43]=[CH:44][C:39]([CH2:36][CH2:37][CH3:38])=[CH:40][CH:41]=2)=[S:49])[CH:18]=[CH:19][C:20]=1[O:21][C:22]1[C:31]2[C:26](=[CH:27][C:28]([O:34][CH3:35])=[C:29]([O:32][CH3:33])[CH:30]=2)[N:25]=[CH:24][CH:23]=1. Procedure details: 4-Propyl-1-benzenecarbonyl isothiocyanate was prepared using commercially available 4-propyl-1-benzenecarbonyl chloride (80 mg) as a starting compound according to the description of the literature. 3-Chloro-4-[(6,7-dimethoxy-4-quinolyl)oxy]aniline (50 mg) was dissolved in toluene (5 ml) and ethanol (1 ml) to prepare a solution. A solution of 4-propyl-1-benzenecarbonyl isothiocyanate in ethanol (1 ml) was then added to the solution, and the mixture was stirred at room temperature for 2 hr. The r... The reactants are Cl, Cl, [Na+], C1COCCO1, [OH-], O, CCOC(=O)C(=NO)c1csc(NC(c2ccccc2)(c2ccccc2)c2ccccc2)n1. Product: O=C(O)C(=NO)c1csc(NC(c2ccccc2)(c2ccccc2)c2ccccc2)n1. Reaction SMILES: [ClH:1].[ClH:38].[Na+:36].[O:39]1[CH2:40][CH2:41][O:42][CH2:43][CH2:44]1.[OH-:35].[OH2:37].[OH:2][N:3]=[C:4]([C:5](=[O:6])[O:7][CH2:8][CH3:9])[c:10]1[n:11][c:12]([NH:15][C:16]([c:17]2[cH:18][cH:19][cH:20][cH:21][cH:22]2)([c:23]2[cH:24][cH:25][cH:26][cH:27][cH:28]2)[c:29]2[cH:30][cH:31][cH:32][cH:33][cH:34]2)[s:13][cH:14]1>>[OH:2][N:3]=[C:4]([C:5](=[O:6])[OH:7])[c:10]1[n:11][c:12]([NH:15][C:16]([c:17]2[cH:18][cH:19][cH:20][cH:21][cH:22]2)([c:23]2[cH:24][cH:25][cH:26][cH:27][cH:28]2)[c:29]2[cH:30][cH:31][cH:32][cH:33][cH:34]2)[s:13][cH:14]1. Reactants: CCCCOC(=O)NC=Cc1ccc(OCC2CO2)cc1, CC(C)N, CC(C)O. Yields the product CCCCOC(=O)NC=Cc1ccc(OCC(O)CNC(C)C)cc1. RXN SMILES: [CH2:1]([CH2:2][CH2:3][CH3:4])[O:5][C:6](=[O:7])[NH:8][CH:9]=[CH:10][c:11]1[cH:12][cH:13][c:14]([O:15][CH2:16][CH:17]2[CH2:18][O:19]2)[cH:20][cH:21]1.[CH3:22][CH:23]([CH3:24])[NH2:25].[CH:26]([OH:27])([CH3:28])[CH3:29]>>[CH2:1]([CH2:2][CH2:3][CH3:4])[O:5][C:6](=[O:7])[NH:8][CH:9]=[CH:10][c:11]1[cH:12][cH:13][c:14]([O:15][CH2:16][CH:17]([CH2:18][NH:25][CH:23]([CH3:22])[CH3:24])[OH:19])[cH:20][cH:21]1.